This data is from the Open Reaction Database (ORD), a public repository of structured organic reaction records. The task is: describe an organic reaction: reactants, conditions, products, and yield Reaction SMILES: Br[CH2:2][C:3]1[CH:12]=[CH:11][C:6]([CH:7]=[CH:8][C:9]#[N:10])=[CH:5][CH:4]=1.[CH3:13][O:14][P:15]([O:18][CH3:19])[O:16]C>>[CH3:13][O:14][P:15]([CH2:6][C:5]1[CH:4]=[CH:3][CH:12]=[CH:11][C:2]=1[C:3]1[CH:12]=[CH:11][C:6]([CH:7]=[CH:8][C:9]#[N:10])=[CH:5][CH:4]=1)([O:18][CH3:19])=[O:16]. Procedure: 390 g of 4-bromomethylcinnamonitrile are suspended in 600 ml of trimethylphosphite and the suspension is added in portions to 250 ml of well stirred trimethylphosphite of 90° C., such that the strongly exothermic reaction can be kept under control. Excess trimethylphosphite is then distilled off under a water jet vacuum and 330 ml of toluene and 660 ml of hexane are added to the residue, which is cooled to 0° C. The crystallised product is filtered with suction and vacuum dried at 50° C., afford... Conditions: temperature 0 celsius. Product: COP(=O)(OC)CC1=C(C=CC=C1)C1=CC=C(C=CC#N)C=C1 (4-(dimethoxyphosphorylmethylphenyl)cinnamonitrile). The reactants are BrCC1=CC=C(C=CC#N)C=C1 (4-bromomethylcinnamonitrile), COP(OC)OC (trimethylphosphite), COP(OC)OC (trimethylphosphite).